Dataset: the Open Reaction Database (ORD), a public repository of structured organic reaction records. Task: describe an organic reaction: reactants, conditions, products, and yield Reactants: NC1=NC(=NC2=CC=CC=C12)Cl (4-amino-2-chloro-quinazoline), C(C)(C)(C)OC(C1=CC=C(C=C1)NC1CCNCC1)=O (4-(Piperidin-4-ylamino)benzoic Acid tert-Butyl Ester). The solvent is C(CCCC)O (n-pentanol). Isolated yield 73.3%. Reported procedure: 4-amino-2-chloro-quinazoline (0.070 g, 0.39 mmol) was added to a solution of (49) (0.13 g, 0.47 mmol) in n-pentanol (5 mL) at 25° C. The mixture was heated to 120° C. and was maintained at that temperature for 12 h. The reaction mixture was then cooled to room temperature and concentrated to a brown yellow oily residue. Purification of the residue by flash column chromatography (gradient elution 0 to 5% MeOH in CH2Cl2) provided the title compound (0.12 g, 73%): TLC (Rf =0.33; 5% MeOH/CH2Cl2); 1H... The product is C(C)(C)(C)OC(C1=CC=C(C=C1)NC1CCN(CC1)C1=NC2=CC=CC=C2C(=N1)N)=O (4-[1-(4-Aminoquinazolin-2-yl)piperidin-4-ylamino]benzoic acid tert-butyl ester). Conditions: temperature 120 celsius. Reaction SMILES: [NH2:1][C:2]1[C:11]2[C:6](=[CH:7][CH:8]=[CH:9][CH:10]=2)[N:5]=[C:4](Cl)[N:3]=1.[C:13]([O:17][C:18](=[O:32])[C:19]1[CH:24]=[CH:23][C:22]([NH:25][CH:26]2[CH2:31][CH2:30][NH:29][CH2:28][CH2:27]2)=[CH:21][CH:20]=1)([CH3:16])([CH3:15])[CH3:14]>C(O)CCCC>[C:13]([O:17][C:18](=[O:32])[C:19]1[CH:24]=[CH:23][C:22]([NH:25][CH:26]2[CH2:31][CH2:30][N:29]([C:4]3[N:3]=[C:2]([NH2:1])[C:11]4[C:6](=[CH:7][CH:8]=[CH:9][CH:10]=4)[N:5]=3)[CH2:28][CH2:27]2)=[CH:21][CH:20]=1)([CH3:16])([CH3:14])[CH3:15]. The reactants are C(CCC)C=1N(C(=CN1)C(=O)O)CC1=C2C(=C(N(C2=CC=C1)C1=C(C=CC=C1)C#N)Br)Br (2-butyl-1-[[2,3-dibromo-1-(2-cyanophenyl)-1H-indol-4-yl]methyl]-1H-imidazole-5carboxylic acid), O.[OH-].[Na+] (sodium hydroxide water), O (water), [H][H] (hydrogen). The reagents and catalysts are [OH-].[OH-].[Pd+2] (palladium hydroxide on carbon). Run in C(C)O (ethanol), CO (methanol). Reaction conditions: time 1.5 hour. The product is C(CCC)C=1N(C(=CN1)C(=O)O)CC1=C2C=CN(C2=CC=C1)C1=C(C=CC=C1)C#N (2-Butyl-1-[[1-(2-cyanophenyl)-1H-indol-4-yl]methyl]-1H-imidazole-5-carboxylic acid). As a reaction SMILES: [CH2:1]([C:5]1[N:6]([CH2:13][C:14]2[CH:22]=[CH:21][CH:20]=[C:19]3[C:15]=2[C:16](Br)=[C:17](Br)[N:18]3[C:23]2[CH:28]=[CH:27][CH:26]=[CH:25][C:24]=2[C:29]#[N:30])[C:7]([C:10]([OH:12])=[O:11])=[CH:8][N:9]=1)[CH2:2][CH2:3][CH3:4].O.[OH-].[Na+].[H][H].O>C(O)C.[OH-].[OH-].[Pd+2].CO>[CH2:1]([C:5]1[N:6]([CH2:13][C:14]2[CH:22]=[CH:21][CH:20]=[C:19]3[C:15]=2[CH:16]=[CH:17][N:18]3[C:23]2[CH:28]=[CH:27][CH:26]=[CH:25][C:24]=2[C:29]#[N:30])[C:7]([C:10]([OH:12])=[O:11])=[CH:8][N:9]=1)[CH2:2][CH2:3][CH3:4] |f:1.2.3,7.8.9|. Procedure: To 2-butyl-1-[[2,3-dibromo-1-(2-cyanophenyl)-1H-indol-4-yl]methyl]-1H-imidazole-5carboxylic acid in ethanol (26 ml, 0.032M), sodium hydroxide water solution (1N, 2.923 ml, 2,923 mmol, 3.5 eq.), and palladium hydroxide on carbon (186 mg) were added. The mixture was placed under a balloon of hydrogen gas and stirred at room temperature. After 1.5 hours, 20 ml water and 40 ml methanol were added and the reaction was filtered. The filtrate was concentrated to about 20 ml and acidified with 1N HCl to... Reactants: [OH-].[Na+] (NaOH), ClC1=CC(=C(C=C1)O)OC (4-chloro-2-methoxyphenol), C(Cl)[C@@H]1CO1 ((S)-epichlorohydrin), C1(=CC=CC=C1)C (toluene). Reagents/catalysts: [Cl-].C(C1=CC=CC=C1)[N+](C)(C)C (benzyl trimethylammonium chloride). Run in O (water). Run at time 36 hour. The product is ClC1=CC(=C(C=C1)OC[C@H]1CO1)OC ((R)-glycidyl 4-chloro-2-methoxyphenyl ether). Isolated yield 81.7%. RXN SMILES: [Cl:1][C:2]1[CH:7]=[CH:6][C:5]([OH:8])=[C:4]([O:9][CH3:10])[CH:3]=1.[CH2:11]([C@H:13]1[O:15][CH2:14]1)Cl.C1(C)C=CC=CC=1.[OH-].[Na+]>[Cl-].C([N+](C)(C)C)C1C=CC=CC=1.O>[Cl:1][C:2]1[CH:7]=[CH:6][C:5]([O:8][CH2:11][C@@H:13]2[O:15][CH2:14]2)=[C:4]([O:9][CH3:10])[CH:3]=1 |f:3.4,5.6|. Procedure details: To a reaction vessel were added 4-chloro-2-methoxyphenol 20.0 g (126 mmol), (S)-epichlorohydrin 23.3 g (252 mmol), benzyl trimethylammonium chloride 0.585 g (3.15 mmol), toluene 40 mL and water 40 mL. To this mixture was dropped an aqueous 24% NaOH solution 31.5 g (189 mmol) in an ice bath, and the mixture was stirred at room temperature for 36 hours. The water layer was removed and the organic layer was washed with an aqueous 5% HCl solution and a 5% NaCl solution successively. The organic laye... Reaction SMILES: [C:1]1([NH:7][NH2:8])[CH:6]=[CH:5][CH:4]=[CH:3][CH:2]=1.[CH3:9][N:10]=[C:11]=[S:12]>C1C=CC=CC=1>[CH3:9][NH:10][C:11](=[S:12])[NH:8][NH:7][C:1]1[CH:6]=[CH:5][CH:4]=[CH:3][CH:2]=1. The product is CNC(NNC1=CC=CC=C1)=S (4-methyl-1-phenylthiosemicarbazide). Run in C1=CC=CC=C1 (benzene). Procedure details: In 500 ml of benzene was dissolved 108 g of phenylhydrazine, and 73 g of methyl isothiocyanate was added dropwise to the solution, followed by heat refluxing. As the reaction proceeded, crystals were preicpitated. The thus formed crystals were filtered and dried to obtain 122 g of 4-methyl-1-phenylthiosemicarbazide. The yield is 67.4%. Starting materials: C1(=CC=CC=C1)NN (phenylhydrazine), CN=C=S (methyl isothiocyanate). Reactants: CC1(O)CCCC1, CN(C)C=O, O=C1c2c(Cl)cccc2-n2cnc(C(=O)n3ccnc3)c2C2CCCN12, [H-], [Na+], O. Product: CC1(OC(=O)c2ncn3c2C2CCCN2C(=O)c2c(Cl)cccc2-3)CCCC1. Reaction SMILES: [CH3:1][C:2]1([OH:7])[CH2:3][CH2:4][CH2:5][CH2:6]1.[CH3:37][N:38]([CH3:39])[CH:40]=[O:41].[Cl:10][c:11]1[cH:12][cH:13][cH:14][c:15]2[c:16]1[C:17](=[O:35])[N:18]1[CH:19]([c:20]3[n:21]-2[cH:22][n:23][c:24]3[C:25](=[O:26])[n:27]2[cH:28][cH:29][n:30][cH:31]2)[CH2:32][CH2:33][CH2:34]1.[H-:8].[Na+:9].[OH2:36]>>[CH3:1][C:2]1([O:7][C:25]([c:24]2[c:20]3[n:21]([cH:22][n:23]2)-[c:15]2[cH:14][cH:13][cH:12][c:11]([Cl:10])[c:16]2[C:17](=[O:35])[N:18]2[CH:19]3[CH2:32][CH2:33][CH2:34]2)=[O:26])[CH2:3][CH2:4][CH2:5][CH2:6]1.